Dataset: the Open Reaction Database (ORD), a public repository of structured organic reaction records. Task: describe an organic reaction: reactants, conditions, products, and yield The reactants are CCOC(=O)c1ccc(Cc2nc(COc3ccc(C(C)=O)c(O)c3Cl)no2)cc1, CCOC(=O)c1cccc(Cc2nc(CO)no2)c1. Product: CCOC(=O)c1cccc(Cc2nc(COc3ccc(C(C)=O)c(O)c3Cl)no2)c1. As a reaction SMILES: [CH2:1]([O:2][C:3](=[O:4])[c:5]1[cH:6][cH:7][c:8]([CH2:11][c:12]2[n:13][c:14]([CH2:17][O:18][c:19]3[c:20]([Cl:29])[c:21]([OH:28])[c:22]([C:25]([CH3:26])=[O:27])[cH:23][cH:24]3)[n:15][o:16]2)[cH:9][cH:10]1)[CH3:30].[CH2:31]([CH3:32])[O:33][C:34]([c:35]1[cH:36][c:37]([CH2:41][c:42]2[o:43][n:44][c:45]([CH2:46][OH:47])[n:48]2)[cH:38][cH:39][cH:40]1)=[O:49]>>[CH2:11]([c:12]1[n:13][c:14]([CH2:17][O:18][c:19]2[c:20]([Cl:29])[c:21]([OH:28])[c:22]([C:25]([CH3:26])=[O:27])[cH:23][cH:24]2)[n:15][o:16]1)[c:37]1[cH:36][c:35]([C:34]([O:33][CH2:31][CH3:32])=[O:49])[cH:40][cH:39][cH:38]1. The reactants are BrCCCC1=CC=CC=C1 (1-bromo-3-phenylpropane), BrCCCC1=CC=CC=C1 (1-bromo-3-phenylpropane), FC(C(=O)OCC)(F)F (ethyl trifluoroacetate), [Mg] (magnesium), II (iodine), Cl (hydrochloric acid). Solvent: O1CCCC1 (tetrahydrofuran), O1CCCC1 (tetrahydrofuran), O1CCCC1 (tetrahydrofuran), O1CCCC1 (tetrahydrofuran). Yields the product C1(=CC=CC=C1)CCCC(C(F)(F)F)=O (5-phenyl-1,1,1-trifluoropentane-2-one). Yield: 469.5%. Reaction SMILES: [Mg].Br[CH2:3][CH2:4][CH2:5][C:6]1[CH:11]=[CH:10][CH:9]=[CH:8][CH:7]=1.II.[F:14][C:15]([F:22])([F:21])[C:16](OCC)=[O:17].Cl>O1CCCC1>[C:6]1([CH2:5][CH2:4][CH2:3][C:16](=[O:17])[C:15]([F:22])([F:21])[F:14])[CH:11]=[CH:10][CH:9]=[CH:8][CH:7]=1. Reported procedure: Into a four-necked flask equipped with a thermometer, a dropping funnel and a stirrer, 4.8 g (0.2 mol) of magnesium flasks and 100 ml of anhydrous tetrahydrofuran were placed, followed by addition of a mixture of 4.0 g (20 mmol) of 1-bromo-3-phenylpropane and 10 ml of anhydrous tetrahydrofuran and a small quantity of iodine, heating of the flask contents to 60° C. and dropwise addition of a mixture of 35.8 g (0.18 mol) of 1-bromo-3-phenylpropane and 90 ml of anhydrous tetrahydrofuran at the same... Starting materials: O=C(Cl)C(=O)Cl, O=C(O)c1c(Cl)ccc(Br)c1F, ClCCl, CN(C)C=O. Product: NC(=O)c1c(Cl)ccc(Br)c1F. Reaction SMILES: [Cl:13][C:14]([C:15]([Cl:16])=[O:17])=[O:18].[Cl:1][c:2]1[c:3]([C:4](=[O:5])[OH:6])[c:7]([F:12])[c:8]([Br:11])[cH:9][cH:10]1.[Cl:24][CH2:25][Cl:26].[O:19]=[CH:20][N:21]([CH3:22])[CH3:23]>>[Cl:1][c:2]1[c:3]([C:4](=[O:5])[NH2:21])[c:7]([F:12])[c:8]([Br:11])[cH:9][cH:10]1. Reactants: C(C1=CC=CC=C1)C1=CC=C(C=C1)O (p-benzylphenol), ClCCCCCCO (6-chlorohexan-1-ol), C([O-])([O-])=O.[K+].[K+] (potassium carbonate), ice water, [OH-].[Na+] (NaOH). The solvent is CN(C=O)C (dimethylformamide). Reaction conditions: temperature 100 celsius. Product: C(C1=CC=CC=C1)C1=CC=C(OCCCCCCO)C=C1 (6-(4-Benzylphenoxy)hexan-1-ol). RXN SMILES: [CH2:1]([C:8]1[CH:13]=[CH:12][C:11]([OH:14])=[CH:10][CH:9]=1)[C:2]1[CH:7]=[CH:6][CH:5]=[CH:4][CH:3]=1.Cl[CH2:16][CH2:17][CH2:18][CH2:19][CH2:20][CH2:21][OH:22].C(=O)([O-])[O-].[K+].[K+].[OH-].[Na+]>CN(C)C=O>[CH2:1]([C:8]1[CH:9]=[CH:10][C:11]([O:14][CH2:16][CH2:17][CH2:18][CH2:19][CH2:20][CH2:21][OH:22])=[CH:12][CH:13]=1)[C:2]1[CH:3]=[CH:4][CH:5]=[CH:6][CH:7]=1 |f:2.3.4,5.6|. Reported procedure: A mixture of 40.0 g (0.217 mole) of p-benzylphenol (Eastman) and 29.7 g (0.217 mole) of 6-chlorohexan-1-ol (MCB) in 500 ml of dry dimethylformamide is stirred and heated to about 100° C., after which 33.1 g (0.24 mole) of potassium carbonate is added, and the mixture refluxed for 2.5 hours. The mixture is cooled, poured into ice-water, and 50 ml of 10% NaOH is added. The mixture is extracted with ether, the ether extracts washed with water and brine, dried (Mg2SO4), and the ether evaporated. The... The solvent is C1=CC=CC=C1 (benzene). Conditions: time 30 minute. Reported procedure: A solution of 4-methyl-5,6,7,8-tetrahydroquinoline (5.83 g., 0.04 mole) in dry benzene (40 ml.) was cooled to 0° and to the stirred solution was added dropwise a 15% w/w solution of butyl lithium in hexane (17.5 ml., 0.04 mole) under an atmosphere of nitrogen. The red reaction mixture of 8-lithio-4-methyl-5,6,7,8-tetrahydroquinoline was stirred at 0° for a further 30 minutes. It can then be treated with carbon dioxide followed by methanolic HCl to obtain methyl-4-methyl-5,6,7,8-tetrahydroquinoli... RXN SMILES: [CH3:1][C:2]1[C:11]2[CH2:10][CH2:9][CH2:8][CH2:7][C:6]=2[N:5]=[CH:4][CH:3]=1.C([Li])CCC.CCCCCC.[Li][CH:24]1C2N=CC=C(C)C=2CCC1.[C:35](=[O:37])=[O:36].Cl>C1C=CC=CC=1>[CH3:24][O:36][C:35]([CH:7]1[C:6]2[N:5]=[CH:4][CH:3]=[C:2]([CH3:1])[C:11]=2[CH2:10][CH2:9][CH2:8]1)=[O:37]. The product is COC(=O)C1CCCC=2C(=CC=NC12)C (methyl-4-methyl-5,6,7,8-tetrahydroquinoline-8-carboxylate). Starting materials: [Li]C1CCCC=2C(=CC=NC12)C (8-lithio-4-methyl-5,6,7,8-tetrahydroquinoline), C(CCC)[Li] (butyl lithium), CCCCCC (hexane), CC1=CC=NC=2CCCCC12 (4-methyl-5,6,7,8-tetrahydroquinoline), C(=O)=O (carbon dioxide), Cl (HCl). The reactants are Cl, O, O=C1NC(=O)C(=Cc2cc(O)c(O)c([N+](=O)[O-])c2)C(=O)N1. Yields the product O=C1NC(=O)C(Cc2cc(O)c(O)c([N+](=O)[O-])c2)C(=O)N1. Reaction SMILES: [ClH:22].[OH2:23].[OH:1][c:2]1[cH:3][c:4]([CH:12]=[C:13]2[C:14](=[O:21])[NH:15][C:16](=[O:20])[NH:17][C:18]2=[O:19])[cH:5][c:6]([N+:9](=[O:10])[O-:11])[c:7]1[OH:8]>>[OH:1][c:2]1[cH:3][c:4]([CH2:12][CH:13]2[C:14](=[O:21])[NH:15][C:16](=[O:20])[NH:17][C:18]2=[O:19])[cH:5][c:6]([N+:9](=[O:10])[O-:11])[c:7]1[OH:8]. Reactants: ClC1=NC=NC2=C1C1=C(CCN(CC1)C(=O)OC(C)(C)C)S2 (tert-Butyl 4-chloro-5,6,8,9-tetrahydro-7H-pyrimido[5′,4′:4,5]thieno[2,3-d]azepine-7-carboxylate), ClC=1C=C(N)C=CC1F (3-chloro-4-fluoroaniline). Yields the product ClC=1C=C(C=CC1F)NC1=NC=NC2=C1C1=C(CCNCC1)S2 (N-(3-Chloro-4-fluorophenyl)-6,7,8,9-tetrahydro-5H-pyrimido[5′,4′:4,5]thieno[2,3-d]azepin-4-amine). As a reaction SMILES: Cl[C:2]1[C:7]2[C:8]3[CH2:14][CH2:13][N:12](C(OC(C)(C)C)=O)[CH2:11][CH2:10][C:9]=3[S:22][C:6]=2[N:5]=[CH:4][N:3]=1.[Cl:23][C:24]1[CH:25]=[C:26]([CH:28]=[CH:29][C:30]=1[F:31])[NH2:27]>>[Cl:23][C:24]1[CH:25]=[C:26]([NH:27][C:2]2[C:7]3[C:8]4[CH2:14][CH2:13][NH:12][CH2:11][CH2:10][C:9]=4[S:22][C:6]=3[N:5]=[CH:4][N:3]=2)[CH:28]=[CH:29][C:30]=1[F:31]. Reported procedure: The title compound was prepared in analogy to Example 12A from tert-butyl 4-chloro-5,6,8,9-tetrahydro-7H-pyrimido[5′,4′:4,5]thieno[2,3-d]azepine-7-carboxylate from Example 84A (680 mg, 2.00 mmol) and 3-chloro-4-fluoroaniline (306 mg, 2.10 mmol) to yield 419 mg (60%). Starting materials: FC1=C(C=C(C=C1)C(F)(F)F)N=C=O (2-fluoro-5-trifluoromethylphenyl isocyanate), CN1C(=C(C2=CC=CC=C12)C1=CC=C(C=C1)N)C(=O)N (1-methyl-3-(4-aminophenyl)-1H-indole-2-carboxamide), CO (methanol). The solvent is O1CCCC1 (tetrahydrofuran). Run at time 1 hour. Product: FC1=C(C=C(C=C1)C(F)(F)F)NC(NC1=CC=C(C=C1)C1=C(N(C2=CC=CC=C12)C)C(=O)N)=O (3-{4-[3-(2-fluoro-5-trifluoromethyl-phenyl)ureido]phenyl}-1-methyl-1H-indole-2-carboxamide). The yield is 59.0%. As a reaction SMILES: [F:1][C:2]1[CH:7]=[CH:6][C:5]([C:8]([F:11])([F:10])[F:9])=[CH:4][C:3]=1[N:12]=[C:13]=[O:14].[CH3:15][N:16]1[C:24]2[C:19](=[CH:20][CH:21]=[CH:22][CH:23]=2)[C:18]([C:25]2[CH:30]=[CH:29][C:28]([NH2:31])=[CH:27][CH:26]=2)=[C:17]1[C:32]([NH2:34])=[O:33].CO>O1CCCC1>[F:1][C:2]1[CH:7]=[CH:6][C:5]([C:8]([F:11])([F:10])[F:9])=[CH:4][C:3]=1[NH:12][C:13](=[O:14])[NH:31][C:28]1[CH:27]=[CH:26][C:25]([C:18]2[C:19]3[C:24](=[CH:23][CH:22]=[CH:21][CH:20]=3)[N:16]([CH3:15])[C:17]=2[C:32]([NH2:34])=[O:33])=[CH:30][CH:29]=1. Reported procedure: 0.075 g of 2-fluoro-5-trifluoromethylphenyl isocyanate is added to a solution of 0.086 g of 1-methyl-3-(4-aminophenyl)-1H-indole-2-carboxamide in 18 ml of tetrahydrofuran and the stirring is continued for 1 hour. 5 ml of methanol are added, the reaction mixture is then concentrated under reduced pressure, and the residue is purified by chromatography on a silica column, elution being carried out with a mixture of cyclohexane and ethyl acetate (20/80 by volume), to give 90 mg of 3-{4-[3-(2-fluoro... Starting materials: Cl.O1CCN(CC1)CC=1C=NC2=CC=C(C=C2C1)SC1=NN=C2N1C=C(C=C2)C(C)=O (1-(3-(3-(morpholinomethyl)quinolin-6-ylthio)-[1,2,4]triazolo[4,3-a]pyridin-6-yl)ethanone hydrochloride), NOCCO (2-(aminooxy)ethanol). The reagents and catalysts are Cl (HCl). Run in CO (MeOH). Conditions: temperature 85 celsius, time 3 hour. The product is OCCO\N=C(/C)\C=1C=CC=2N(C1)C(=NN2)SC=2C=C1C=C(C=NC1=CC2)CN2CCOCC2 ((E)-1-(3-((3-(morpholinomethyl)quinolin-6-yl)thio)-[1,2,4]triazolo[4,3-a]pyridin-6-yl)ethanone O-(2-hydroxyethyl)oxime). The yield is 54.2%. RXN SMILES: Cl.[O:2]1[CH2:7][CH2:6][N:5]([CH2:8][C:9]2[CH:10]=[N:11][C:12]3[C:17]([CH:18]=2)=[CH:16][C:15]([S:19][C:20]2[N:24]4[CH:25]=[C:26]([C:29](=O)[CH3:30])[CH:27]=[CH:28][C:23]4=[N:22][N:21]=2)=[CH:14][CH:13]=3)[CH2:4][CH2:3]1.[NH2:32][O:33][CH2:34][CH2:35][OH:36]>CO.Cl>[OH:36][CH2:35][CH2:34][O:33]/[N:32]=[C:29](/[C:26]1[CH:27]=[CH:28][C:23]2[N:24]([C:20]([S:19][C:15]3[CH:16]=[C:17]4[C:12](=[CH:13][CH:14]=3)[N:11]=[CH:10][C:9]([CH2:8][N:5]3[CH2:6][CH2:7][O:2][CH2:3][CH2:4]3)=[CH:18]4)=[N:21][N:22]=2)[CH:25]=1)\[CH3:30] |f:0.1|. Procedure details: To a solution of 1-(3-(3-(morpholinomethyl)quinolin-6-ylthio)-[1,2,4]triazolo[4,3-a]pyridin-6-yl)ethanone hydrochloride (79.3) (23 mg, 0.047 mmol) and 2-(aminooxy)ethanol (10.80 mg, 0.140 mmol) in MeOH (5 ml) was added 2 drops of HCl (2 N) by a 1-ml syringe to reach pH about 3 and the mixture was stirred in a sealed tube at 85° C. for 3 h. The mixture was evaporated to dryness and the residue was dissolved in water. The solution was neutralized by adding solid NaHCO3 until pH reached 9, then ext... Starting materials: CCSCc1ccc(C(Oc2ccc3c(cnn3-c3ccc(F)cc3)c2)C(C)N)cc1, CN(C)C(=N)N(C)C, CO, Cl, CCOC(=O)C(F)(F)F. Yields the product CCSCc1ccc(C(Oc2ccc3c(cnn3-c3ccc(F)cc3)c2)C(C)NC(=O)C(F)(F)F)cc1. RXN SMILES: [CH2:2]([CH3:3])[S:4][CH2:5][c:6]1[cH:7][cH:8][c:9]([CH:12]([CH:13]([CH3:14])[NH2:15])[O:16][c:17]2[cH:18][c:19]3[cH:20][n:21][n:22](-[c:26]4[cH:27][cH:28][c:29]([F:32])[cH:30][cH:31]4)[c:23]3[cH:24][cH:25]2)[cH:10][cH:11]1.[CH3:33][N:34]([CH3:35])[C:36]([N:37]([CH3:38])[CH3:39])=[NH:40].[CH3:50][OH:51].[ClH:1].[F:41][C:42]([C:43](=[O:44])[O:45][CH2:46][CH3:47])([F:48])[F:49]>>[CH2:2]([CH3:3])[S:4][CH2:5][c:6]1[cH:7][cH:8][c:9]([CH:12]([CH:13]([CH3:14])[NH:15][C:43]([C:42]([F:41])([F:48])[F:49])=[O:44])[O:16][c:17]2[cH:18][c:19]3[cH:20][n:21][n:22](-[c:26]4[cH:27][cH:28][c:29]([F:32])[cH:30][cH:31]4)[c:23]3[cH:24][cH:25]2)[cH:10][cH:11]1.